This data is from the Open Reaction Database (ORD), a public repository of structured organic reaction records. The task is: describe an organic reaction: reactants, conditions, products, and yield RXN SMILES: NC1C=C(O)C=CC=1.C(OC(OC(C)(C)C)=O)(OC(C)(C)C)=O.[C:24]([O:28][C:29]([NH:31][C:32]1[CH:33]=[C:34]([OH:38])[CH:35]=[CH:36][CH:37]=1)=[O:30])([CH3:27])([CH3:26])[CH3:25].Br[CH2:40][C:41]([O:43][CH2:44][CH3:45])=[O:42].[I-].[K+].C(=O)([O-])[O-].[K+].[K+]>O1CCCC1.CN(C)C=O>[C:24]([O:28][C:29]([NH:31][C:32]1[CH:33]=[C:34]([O:38][CH2:40][C:41]([O:43][CH2:44][CH3:45])=[O:42])[CH:35]=[CH:36][CH:37]=1)=[O:30])([CH3:27])([CH3:25])[CH3:26] |f:4.5,6.7.8|. Procedure details: To a solution of 3-aminophenol (2.18 g, 20 mmol) in tetrahydrofuran (10 ml) is added di-tert-butyl dicarbonate (4.578 g, 21 mmol) and the mixture is stirred for 15 hr at room temperature. To the residue obtained by concentrating the reaction mixture is purified by chromatography on silica gel (hexane/ethyl acetate (5:1)). To a solution of the resultant oily residue of 3-(N-tert-butyloxycarbonylamino)phenol in dimethylformamide are added ethyl 2-bromoacetate (2.44 ml, 22 mmol), potassium iodide (... The solvent is CN(C=O)C (dimethylformamide), O1CCCC1 (tetrahydrofuran). Reactants: C(C)(C)(C)OC(=O)NC=1C=C(C=CC1)O (3-(N-tert-butyloxycarbonylamino)phenol), BrCC(=O)OCC (ethyl 2-bromoacetate), [I-].[K+] (potassium iodide), C([O-])([O-])=O.[K+].[K+] (potassium carbonate), NC=1C=C(C=CC1)O (3-aminophenol), C(=O)(OC(C)(C)C)OC(=O)OC(C)(C)C (di-tert-butyl dicarbonate). The product is C(C)(C)(C)OC(=O)NC=1C=C(C=CC1)OCC(=O)OCC (Ethyl 3-(N-tert-butyloxycarbonylamino)phenyloxyacetate). Run at time 15 hour. The reactants are C1CCOC1, O, Cc1cn(C2CC(OC(=O)c3ccccc3)C(OCC(O)CO)O2)c(=O)n(CC(=O)c2ccccc2)c1=O. Product: Cc1cn(C2CC(OC(=O)c3ccccc3)C(OCC=O)O2)c(=O)n(CC(=O)c2ccccc2)c1=O. Reaction SMILES: [CH2:39]1[O:40][CH2:41][CH2:42][CH2:43]1.[OH2:44].[OH:1][CH:2]([CH2:3][O:4][CH:5]1[CH:6]([O:28][C:29]([c:30]2[cH:31][cH:32][cH:33][cH:34][cH:35]2)=[O:36])[CH2:7][CH:8]([n:10]2[c:11](=[O:12])[n:13]([CH2:19][C:20]([c:21]3[cH:22][cH:23][cH:24][cH:25][cH:26]3)=[O:27])[c:14](=[O:15])[c:16]([CH3:17])[cH:18]2)[O:9]1)[CH2:37][OH:38]>>[O:1]=[CH:2][CH2:3][O:4][CH:5]1[CH:6]([O:28][C:29]([c:30]2[cH:31][cH:32][cH:33][cH:34][cH:35]2)=[O:36])[CH2:7][CH:8]([n:10]2[c:11](=[O:12])[n:13]([CH2:19][C:20]([c:21]3[cH:22][cH:23][cH:24][cH:25][cH:26]3)=[O:27])[c:14](=[O:15])[c:16]([CH3:17])[cH:18]2)[O:9]1. Starting materials: FC(S(=O)(=O)OS(=O)(=O)C(F)(F)F)(F)F (Trifluoromethanesulfonic acid anhydride), FC1=C(C=CC(=C1)F)[C@@]1(CO[C@@H]([C@H]1CO)C)NC(=S)NC(C1=CC=CC=C1)=O (N-(((3S*,4R*,5R*)-3-(2,4-Difluorophenyl)-4-(hydroxymethyl)-5-methyltetrahydrofuran-3-yl)carbamothioyl)benzamide), FC(S(=O)(=O)OS(=O)(=O)C(F)(F)F)(F)F (trifluoromethanesulfonic acid anhydride). Solvent: N1=CC=CC=C1 (pyridine). Reaction conditions: temperature -20 celsius, time 45 minute. The product is FC1=C(C=CC(=C1)F)[C@@]12N=C(SC[C@@H]1[C@H](OC2)C)NC(C2=CC=CC=C2)=O (N-((4aS*,5R*,7aS*)-7a-(2,4-Difluorophenyl)-5-methyl-4a,5,7,7a-tetrahydro-4H-furo[3,4-d][1,3]thiazin-2-yl)benzamide). RXN SMILES: [F:1][C:2]1[CH:7]=[C:6]([F:8])[CH:5]=[CH:4][C:3]=1[C@@:9]1([NH:17][C:18]([NH:20][C:21](=[O:28])[C:22]2[CH:27]=[CH:26][CH:25]=[CH:24][CH:23]=2)=[S:19])[C@H:13]([CH2:14]O)[C@@H:12]([CH3:16])[O:11][CH2:10]1.FC(F)(F)S(OS(C(F)(F)F)(=O)=O)(=O)=O>N1C=CC=CC=1>[F:1][C:2]1[CH:7]=[C:6]([F:8])[CH:5]=[CH:4][C:3]=1[C@:9]12[CH2:10][O:11][C@H:12]([CH3:16])[C@H:13]1[CH2:14][S:19][C:18]([NH:20][C:21](=[O:28])[C:22]1[CH:27]=[CH:26][CH:25]=[CH:24][CH:23]=1)=[N:17]2. Procedure: N-(((3S*,4R*,5R*)-3-(2,4-Difluorophenyl)-4-(hydroxymethyl)-5-methyltetrahydrofuran-3-yl)carbamothioyl)benzamide (165 mg, 0.41 mmol) was dissolved in pyridine (2 mL) and the solution was cooled to −20° C. Trifluoromethanesulfonic acid anhydride (68 μl, 0.41 mmol) was added dropwise into the reaction. After 45 minutes, the reaction was incomplete so a further aliquot of trifluoromethanesulfonic acid anhydride (68 μl, 0.41 mmol) was added and the reaction stirred for a further 1 hour. The reaction ... Starting materials: CC1=NC(=NC(=C1)C)NC(=O)C=1C(=C(C=CC1)S(=O)(=O)N)CS(=O)C ([N-(4,6-dimethylpyrimidinyl)aminocarbonyl]-o-methylsulfinylmethylbenzenesulfonamide), OO (hydrogen peroxide). Run in C(C)(=O)O (acetic acid). Reaction conditions: time 3 day. Product: CC1=NC(=NC(=C1)C)NC(=O)C=1C(=C(C=CC1)S(=O)(=O)N)CS(=O)(=O)C ([N-(4,6-Dimethylpyrimidin-2-yl)aminocarbonyl]-2-methylsulfonylmethylbenzenesulfonamide). As a reaction SMILES: [CH3:1][C:2]1[CH:7]=[C:6]([CH3:8])[N:5]=[C:4]([NH:9][C:10]([C:12]2[C:13]([CH2:22][S:23]([CH3:25])=[O:24])=[C:14]([S:18]([NH2:21])(=[O:20])=[O:19])[CH:15]=[CH:16][CH:17]=2)=[O:11])[N:3]=1.[OH:26]O>C(O)(=O)C>[CH3:1][C:2]1[CH:7]=[C:6]([CH3:8])[N:5]=[C:4]([NH:9][C:10]([C:12]2[C:13]([CH2:22][S:23]([CH3:25])(=[O:26])=[O:24])=[C:14]([S:18]([NH2:21])(=[O:19])=[O:20])[CH:15]=[CH:16][CH:17]=2)=[O:11])[N:3]=1. Procedure details: A mixture of 0.1 g (0.2 mmol) of [N-(4,6-dimethylpyrimidinyl)aminocarbonyl]-o-methylsulfinylmethylbenzenesulfonamide and 0.3 ml of 30% hydrogen peroxide in 5 ml of acetic acid was stirred at room temperature for 3 days. The resulting white solid precipitate was filtered to afford 30 mg of the desired product: m.p. 222°-225° C. Starting materials: [Cl-].[NH4+] (ammonium chloride), N1C=NC=C1 (Imidazole), C(C)[Si](CC)(CC)Cl (triethylsilyl chloride), C1(=CC=C(C=C1)/C=C/C1=CC=C(C=C1)CC(C(C)(O)C)CC1=CC=C(C=C1)Br)/C=C/C1=CC=C(C=C1)CC(C(C)(O)C)CC1=CC=C(C=C1)Br (4,4′-((1E,1′E)-1,4-phenylenebis(ethen-2,1-diyl)bis(4,1-phenylene))bis(3-(4-bromobenzyl)-2-methylbutan-2-ol)). Solvent: CN(C=O)C (N,N-dimethylformamide). The product is BrC1=CC=C(CC(CC2=CC=C(/C=C/C3=CC=C(C=C3)\C=C\C3=CC=C(C=C3)CC(C(C)(C)O[Si](CC)(CC)CC)CC3=CC=C(C=C3)Br)C=C2)C(C)(O[Si](CC)(CC)CC)C)C=C1 (1,4-bis((E)-4-(2-(4-bromobenzyl)-3-methyl-3-((triethylsilyl)oxy)butyl)styryl)benzene). Yield: 86.0%. RXN SMILES: N1[CH:5]=[CH:4]N=C1.[CH2:6]([Si:8](Cl)([CH2:11][CH3:12])[CH2:9][CH3:10])[CH3:7].[C:14]1(/[CH:42]=[CH:43]/[C:44]2[CH:49]=[CH:48][C:47]([CH2:50][CH:51]([CH2:56][C:57]3[CH:62]=[CH:61][C:60]([Br:63])=[CH:59][CH:58]=3)[C:52]([CH3:55])([OH:54])[CH3:53])=[CH:46][CH:45]=2)[CH:19]=[CH:18][C:17](/[CH:20]=[CH:21]/[C:22]2[CH:27]=[CH:26][C:25]([CH2:28][CH:29]([CH2:34][C:35]3[CH:40]=[CH:39][C:38]([Br:41])=[CH:37][CH:36]=3)[C:30]([CH3:33])([OH:32])[CH3:31])=[CH:24][CH:23]=2)=[CH:16][CH:15]=1.[Cl-].[NH4+]>CN(C)C=O>[Br:63][C:60]1[CH:59]=[CH:58][C:57]([CH2:56][CH:51]([C:52]([CH3:53])([O:54][Si:8]([CH2:4][CH3:5])([CH2:9][CH3:10])[CH2:6][CH3:7])[CH3:55])[CH2:50][C:47]2[CH:46]=[CH:45][C:44](/[CH:43]=[CH:42]/[C:14]3[CH:19]=[CH:18][C:17](/[CH:20]=[CH:21]/[C:22]4[CH:23]=[CH:24][C:25]([CH2:28][CH:29]([CH2:34][C:35]5[CH:40]=[CH:39][C:38]([Br:41])=[CH:37][CH:36]=5)[C:30]([O:32][Si:8]([CH2:11][CH3:12])([CH2:9][CH3:10])[CH2:6][CH3:7])([CH3:33])[CH3:31])=[CH:26][CH:27]=4)=[CH:16][CH:15]=3)=[CH:49][CH:48]=2)=[CH:62][CH:61]=1 |f:3.4|. Procedure: Imidazole (136 mg, 2.0 mmol), triethylsilyl chloride (0.25 mL, 3.0 mmol) and N,N-dimethylformamide (2.50 mL) were added at 0° C. to 4,4′-((1E,1′E)-1,4-phenylenebis(ethen-2,1-diyl)bis(4,1-phenylene))bis(3-(4-bromobenzyl)-2-methylbutan-2-ol) (396 mg, 0.50 mmol). Following stirring of the resulting mixed liquid at room temperature for 12 hours, a saturated aqueous solution of ammonium chloride was added to halt the reaction. The organic layer was separated from the mixed liquid, and the water layer... Starting materials: C(=O)(OC(C)(C)C)N[C@@H](CCCNC(=O)OC(C)(C)C)C(=O)O (N,N'-bis-BOC-ornithine). Run in C(Cl)(Cl)Cl (CHCl3). Yields the product C(C)(C)(C)OC([C@@H](NC(=O)OC(C)(C)C)CCCNC(=O)OC(C)(C)C)=O (N,N'-bis-BOC-Ornithine tert-Butyl Ester). RXN SMILES: [C:1]([NH:8][C@H:9]([C:21]([OH:23])=[O:22])[CH2:10][CH2:11][CH2:12][NH:13][C:14]([O:16][C:17]([CH3:20])([CH3:19])[CH3:18])=[O:15])([O:3][C:4]([CH3:7])([CH3:6])[CH3:5])=[O:2]>C(Cl)(Cl)Cl>[C:4]([O:22][C:21](=[O:23])[C@H:9]([CH2:10][CH2:11][CH2:12][NH:13][C:14]([O:16][C:17]([CH3:20])([CH3:19])[CH3:18])=[O:15])[NH:8][C:1]([O:3][C:4]([CH3:6])([CH3:7])[CH3:5])=[O:2])([CH3:7])([CH3:6])[CH3:5]. Reported procedure: N,N'-bis-BOC-Ornithine tert-Butyl Ester (22) was synthesized from N,N'-bis-BOC-ornithine (12) according to the general procedure : yield, 86%; mp 80°-82° C.; [α]25D+11.3° (c 1.3, CHCl3); 1H NMR δ 5.07 (br d, 1H, J=7.8), 4.63 (m, 1H), 4.16 (t, 1H, J=6.9), 3.14 (t, 2H, J=6.0), 1.82-150 (m, 4H), 1 .45 (s, 9H), 1.43 (s, 18H). Anal. Calcd for C19H36N2O6 : C, 58.7; H, 9.3,; N, 7.2. Found: C, 58.7; H, 9.7; N, 7.2. Starting materials: C1(CC1)N(C(C(CNC(OC(C)(C)C)=O)CC1=CC=C(C=C1)OCCOC1=C(C=C(C=C1Cl)C)Cl)=O)CC1=CC(=CC(=C1)OCCN1CCCC1)CCCOC (tert-butyl (3-{cyclopropyl[3-(3-methoxypropyl)-5-(2-pyrrolidin-1-ylethoxy)benzyl]amino}-2-{4-[2-(2,6-dichloro-4-methylphenoxy)ethoxy]benzyl}-3-oxopropyl)carbamate), Cl (HCl). Solvent: C(Cl)Cl (CH2Cl2). Conditions: time 3 hour. The product is NCC(C(=O)N(CC1=CC(=CC(=C1)OCCN1CCCC1)CCCOC)C1CC1)CC1=CC=C(C=C1)OCCOC1=C(C=C(C=C1Cl)C)Cl (3-Amino-N-cyclopropyl-2-{4-[2-(2,6-dichloro-4-methylphenoxy)ethoxy]benzyl}-N-[3-(3-methoxypropyl)-5-(2-pyrrolidin-1-ylethoxy)benzyl]propanamide). As a reaction SMILES: [CH:1]1([N:4]([CH2:37][C:38]2[CH:43]=[C:42]([O:44][CH2:45][CH2:46][N:47]3[CH2:51][CH2:50][CH2:49][CH2:48]3)[CH:41]=[C:40]([CH2:52][CH2:53][CH2:54][O:55][CH3:56])[CH:39]=2)[C:5](=[O:36])[CH:6]([CH2:16][C:17]2[CH:22]=[CH:21][C:20]([O:23][CH2:24][CH2:25][O:26][C:27]3[C:32]([Cl:33])=[CH:31][C:30]([CH3:34])=[CH:29][C:28]=3[Cl:35])=[CH:19][CH:18]=2)[CH2:7][NH:8]C(=O)OC(C)(C)C)[CH2:3][CH2:2]1.Cl>C(Cl)Cl>[NH2:8][CH2:7][CH:6]([CH2:16][C:17]1[CH:22]=[CH:21][C:20]([O:23][CH2:24][CH2:25][O:26][C:27]2[C:32]([Cl:33])=[CH:31][C:30]([CH3:34])=[CH:29][C:28]=2[Cl:35])=[CH:19][CH:18]=1)[C:5]([N:4]([CH:1]1[CH2:2][CH2:3]1)[CH2:37][C:38]1[CH:43]=[C:42]([O:44][CH2:45][CH2:46][N:47]2[CH2:48][CH2:49][CH2:50][CH2:51]2)[CH:41]=[C:40]([CH2:52][CH2:53][CH2:54][O:55][CH3:56])[CH:39]=1)=[O:36]. Reported procedure: To a CH2Cl2 solution (0.03 M) of tert-butyl (3-{cyclopropyl[3-(3-methoxypropyl)-5-(2-pyrrolidin-1-ylethoxy)benzyl]amino}-2-{4-[2-(2,6-dichloro-4-methylphenoxy)ethoxy]benzyl}-3-oxopropyl)carbamate from the previous step (1 eq.) was added HCl (4.0 M dioxane solution, 20 eq.). The resulting solution was stirred at RT for 3 h. Following the removal of the volatiles in vacuo, the resulting residue was directly subjected to column chromatography (SiO2, CH2Cl2→90:10 (v/v) CH2Cl2:2.0 M NH3 in MeOH) to a...